This data is from the Open Reaction Database (ORD), a public repository of structured organic reaction records. The task is: describe an organic reaction: reactants, conditions, products, and yield The reactants are COCC=1NC(=CN1)C=1C=C(C(=O)OC)C=CC1C (methyl 3-(2-(methoxymethyl)-1H-imidazol-5-yl)-4-methylbenzoate), FC1=C(C=C(C(=O)OC)C=C1)I (methyl 4-fluoro-3-iodobenzoate), FC1=C(C=C(C(=O)OC)C=C1)I (methyl 4-fluoro-3-iodobenzoate), BrCC(=O)C=1C=C(C(=O)OC)C=CC1C (methyl 3-(2-bromoacetyl)-4-methylbenzoate). Yields the product BrCC(=O)C=1C=C(C(=O)OC)C=CC1F (Methyl 3-(2-bromoacetyl)-4-fluorobenzoate). Reaction SMILES: COCC1NC(C2C=C(C=CC=2C)C(OC)=O)=CN=1.[F:20][C:21]1[CH:30]=[CH:29][C:24]([C:25]([O:27][CH3:28])=[O:26])=[CH:23][C:22]=1I.[Br:32][CH2:33][C:34](C1C=C(C=CC=1C)C(OC)=O)=[O:35]>>[Br:32][CH2:33][C:34]([C:22]1[CH:23]=[C:24]([CH:29]=[CH:30][C:21]=1[F:20])[C:25]([O:27][CH3:28])=[O:26])=[O:35]. Procedure: The title compound was prepared using standard chemical manipulations and procedures similar to those used for the preparation of compound 27.3, except methyl 4-fluoro-3-iodobenzoate (compound 132.1) was used in place of methyl 3-(2-bromoacetyl)-4-methylbenzoate (compound 27.2).